This data is from the Open Reaction Database (ORD), a public repository of structured organic reaction records. The task is: describe an organic reaction: reactants, conditions, products, and yield Reactants: C1(=CC=CC=C1)C=1N=C(NC1C1=CC=CC=C1)SCCCCCNCCCCCCC (N-[5-(4,5-diphenyl-1H-imidazol-2-ylthio)pentyl]-1-heptanamine), O.ON1N=NC2=C1C=CC=C2 (1-hydroxybenzotriazole hydrate), FC1=C(C=CC(=C1)F)CC(=O)O (2,4-difluorophenylacetic acid), C1(CCCCC1)N=C=NC1CCCCC1 (dicyclohexylcarbodiimide). Solvent: CN(C=O)C (N,N-dimethylformamide). Run at time 2.5 hour. The product is FC1=C(C=CC(=C1)F)CC(=O)N(CCCCCCC)CCCCCSC=1NC(=C(N1)C1=CC=CC=C1)C1=CC=CC=C1 (2,4-difluoro-N-[(5-(4,5-diphenyl-1H-imidazol-2-ylthio)pentyl)]-N-heptylbenzeneacetamide). Isolated yield 88.0%. As a reaction SMILES: [C:1]1([C:7]2[N:8]=[C:9]([S:18][CH2:19][CH2:20][CH2:21][CH2:22][CH2:23][NH:24][CH2:25][CH2:26][CH2:27][CH2:28][CH2:29][CH2:30][CH3:31])[NH:10][C:11]=2[C:12]2[CH:17]=[CH:16][CH:15]=[CH:14][CH:13]=2)[CH:6]=[CH:5][CH:4]=[CH:3][CH:2]=1.O.ON1C2C=CC=CC=2N=N1.[F:43][C:44]1[CH:49]=[C:48]([F:50])[CH:47]=[CH:46][C:45]=1[CH2:51][C:52]([OH:54])=O.C1(N=C=NC2CCCCC2)CCCCC1>CN(C)C=O>[F:43][C:44]1[CH:49]=[C:48]([F:50])[CH:47]=[CH:46][C:45]=1[CH2:51][C:52]([N:24]([CH2:23][CH2:22][CH2:21][CH2:20][CH2:19][S:18][C:9]1[NH:10][C:11]([C:12]2[CH:13]=[CH:14][CH:15]=[CH:16][CH:17]=2)=[C:7]([C:1]2[CH:2]=[CH:3][CH:4]=[CH:5][CH:6]=2)[N:8]=1)[CH2:25][CH2:26][CH2:27][CH2:28][CH2:29][CH2:30][CH3:31])=[O:54] |f:1.2|. Reported procedure: To a solution of N-[5-(4,5-diphenyl-1H-imidazol-2-ylthio)pentyl]-1-heptanamine (2.2 g, 0.005 mol), 1-hydroxybenzotriazole hydrate (0.81 g, 0.006 mol), and 2,4-difluorophenylacetic acid (1.12 g, 0.0065 mol) in N,N-dimethylformamide (50 mL) at 0° was added, portionwise as a solid, dicyclohexylcarbodiimide (1.24 g, 0.006 mol). The reaction mixture was stirred at 0° for 2.5 hours, then at ambient temperature for 72 hours. The solids were filtered and washed with chloroform. The filtrate was concentr... Reactants: O (water), C(CCC)N\1N(C(=C/C1=N\C(C1=C(C=CC(=C1)C(F)(F)F)F)=O)C(C)(C)C)C (N-[(3E)-2-butyl-5-tert-butyl-1-methyl-1,2-dihydro-3H-pyrazol-3-ylidene]-2-fluoro-5-(trifluoromethyl)benzamide), SCC(=O)N (2-mercaptoacetamide), C([O-])([O-])=O.[K+].[K+] (potassium carbonate). Solvent: CC(=O)N(C)C (DMA). The product is NC(CSC1=C(C(=O)/N=C\2/N(N(C(=C2)C(C)(C)C)C)CCCC)C=C(C=C1)C(F)(F)F)=O (2-[(2-amino-2-oxoethyl)thio]-N-[(3E)-2-butyl-5-tert-butyl-1-methyl-1,2-dihydro-3H-pyrazol-3-ylidene]-5-(trifluoromethyl)benzamide). The yield is 49.9%. RXN SMILES: [CH2:1]([N:5]1[N:6]([CH3:28])[C:7]([C:24]([CH3:27])([CH3:26])[CH3:25])=[CH:8]/[C:9]/1=[N:10]\[C:11](=[O:23])[C:12]1[CH:17]=[C:16]([C:18]([F:21])([F:20])[F:19])[CH:15]=[CH:14][C:13]=1F)[CH2:2][CH2:3][CH3:4].[SH:29][CH2:30][C:31]([NH2:33])=[O:32].C(=O)([O-])[O-].[K+].[K+].O>CC(N(C)C)=O>[NH2:33][C:31](=[O:32])[CH2:30][S:29][C:13]1[CH:14]=[CH:15][C:16]([C:18]([F:21])([F:19])[F:20])=[CH:17][C:12]=1[C:11](/[N:10]=[C:9]1/[N:5]([CH2:1][CH2:2][CH2:3][CH3:4])[N:6]([CH3:28])[C:7]([C:24]([CH3:25])([CH3:27])[CH3:26])=[CH:8]/1)=[O:23] |f:2.3.4|. Reported procedure: A mixture of Example 81C (400 mg, 1 mmol), 2-mercaptoacetamide (183 mg, 2 mmol) and potassium carbonate (277 mg, 2 mmol) in DMA (10 mL) was heated at 50° C. for 14 hours. The mixture was then poured into water and extracted with ethyl acetate. The acetate layer was washed with brine, dried with MgSO4, filtered, and concentrated under reduced pressure. Purification by chromatography (SiO2, EtOAc-MeOH: 9:1) afforded 235 mg of the title compound. 1H NMR (300 MHz, DMSO-d6) δ ppm 0.81-1.02 (m, 3H), 1...